From a dataset of the Open Reaction Database (ORD), a public repository of structured organic reaction records. describe an organic reaction: reactants, conditions, products, and yield The reactants are COc1c(NS(C)(=O)=O)cc(C(C)(C)C)cc1N1C(=O)C=C(c2ccc(OCCN3CCOCC3)c3ccccc23)C1=O, CCO, [H][H]. Yields the product COc1c(NS(C)(=O)=O)cc(C(C)(C)C)cc1N1C(=O)CC(c2ccc(OCCN3CCOCC3)c3ccccc23)C1=O. Reaction SMILES: [C:1]([CH3:2])([CH3:3])([CH3:4])[c:5]1[cH:6][c:7]([N:18]2[C:19](=[O:43])[C:20]([c:24]3[cH:25][cH:26][c:27]([O:34][CH2:35][CH2:36][N:37]4[CH2:38][CH2:39][O:40][CH2:41][CH2:42]4)[c:28]4[cH:29][cH:30][cH:31][cH:32][c:33]34)=[CH:21][C:22]2=[O:23])[c:8]([O:16][CH3:17])[c:9]([NH:11][S:12](=[O:13])(=[O:14])[CH3:15])[cH:10]1.[CH3:46][CH2:47][OH:48].[H:44][H:45]>>[C:1]([CH3:2])([CH3:3])([CH3:4])[c:5]1[cH:6][c:7]([N:18]2[C:19](=[O:43])[CH:20]([c:24]3[cH:25][cH:26][c:27]([O:34][CH2:35][CH2:36][N:37]4[CH2:38][CH2:39][O:40][CH2:41][CH2:42]4)[c:28]4[cH:29][cH:30][cH:31][cH:32][c:33]34)[CH2:21][C:22]2=[O:23])[c:8]([O:16][CH3:17])[c:9]([NH:11][S:12](=[O:13])(=[O:14])[CH3:15])[cH:10]1. Starting materials: C1COCCO1, CCN(C(C)C)C(C)C, Ic1ccc2c(ccc3nnc(-c4ccccn4)n32)c1, O=C(C=Cc1ccccc1)C=Cc1ccccc1, O=C(C=Cc1ccccc1)C=Cc1ccccc1, O=C(C=Cc1ccccc1)C=Cc1ccccc1, [Pd], [Pd], OC1(c2cccc(S)c2)CCOCC1, CC1(C)c2cccc(P(c3ccccc3)c3ccccc3)c2Oc2c(P(c3ccccc3)c3ccccc3)cccc21. The product is OC1(c2cccc(Sc3ccc4c(ccc5nnc(-c6ccccn6)n54)c3)c2)CCOCC1. RXN SMILES: [CH2:86]1[O:87][CH2:88][CH2:89][O:90][CH2:91]1.[CH:21]([N:22]([CH2:23][CH3:24])[CH:25]([CH3:26])[CH3:27])([CH3:28])[CH3:29].[I:1][c:2]1[cH:3][c:4]2[cH:5][cH:6][c:7]3[n:8]([c:9]2[cH:10][cH:11]1)[c:12](-[c:15]1[n:16][cH:17][cH:18][cH:19][cH:20]1)[n:13][n:14]3.[O:112]=[C:113]([CH:114]=[CH:115][c:116]1[cH:117][cH:118][cH:119][cH:120][cH:121]1)[CH:122]=[CH:123][c:124]1[cH:125][cH:126][cH:127][cH:128][cH:129]1.[O:130]=[C:131]([CH:132]=[CH:133][c:134]1[cH:135][cH:136][cH:137][cH:138][cH:139]1)[CH:140]=[CH:141][c:142]1[cH:143][cH:144][cH:145][cH:146][cH:147]1.[O:94]=[C:95]([CH:96]=[CH:97][c:98]1[cH:99][cH:100][cH:101][cH:102][cH:103]1)[CH:104]=[CH:105][c:106]1[cH:107][cH:108][cH:109][cH:110][cH:111]1.[Pd:92].[Pd:93].[SH:30][c:31]1[cH:32][c:33]([C:37]2([OH:43])[CH2:38][CH2:39][O:40][CH2:41][CH2:42]2)[cH:34][cH:35][cH:36]1.[c:44]1([P:45]([c:46]2[cH:47][cH:48][cH:49][cH:50][cH:51]2)[c:52]2[c:53]3[c:77]([cH:78][cH:79][cH:80]2)[C:74]([CH3:75])([CH3:76])[c:56]2[c:55]([c:60]([P:61]([c:62]4[cH:63][cH:64][cH:65][cH:66][cH:67]4)[c:68]4[cH:69][cH:70][cH:71][cH:72][cH:73]4)[cH:59][cH:58][cH:57]2)[O:54]3)[cH:81][cH:82][cH:83][cH:84][cH:85]1>>[c:2]1([S:30][c:31]2[cH:32][c:33]([C:37]3([OH:43])[CH2:38][CH2:39][O:40][CH2:41][CH2:42]3)[cH:34][cH:35][cH:36]2)[cH:3][c:4]2[cH:5][cH:6][c:7]3[n:8]([c:9]2[cH:10][cH:11]1)[c:12](-[c:15]1[n:16][cH:17][cH:18][cH:19][cH:20]1)[n:13][n:14]3. The reactants are CC(=O)[O-], O=CO, Cl, NO, [Na+], Cc1cccc(C=O)c1O. Product: Cc1cccc(C#N)c1O. RXN SMILES: [CH3:15][C:16](=[O:17])[O-:18].[CH:19]([OH:20])=[O:21].[ClH:11].[NH2:12][OH:13].[Na+:14].[OH:1][c:2]1[c:3]([CH:4]=[O:5])[cH:6][cH:7][cH:8][c:9]1[CH3:10]>>[OH:1][c:2]1[c:3]([C:4]#[N:12])[cH:6][cH:7][cH:8][c:9]1[CH3:10]. Reactants: COC(=O)CCNC(=O)C1(C2=CC=CC=C2C=2C=CC=CC12)CCCCBr (9-(4-bromo-butyl)-9H-fluorene-9-carboxylic acid-(2-methoxycarbonyl-ethyl)-amide), N1(CCNCC1)C1=NC2=CC=CC=C2C=C1 (2-piperazin-1-yl-quinoline). Yields the product COC(=O)CCNC(=O)C1(C2=CC=CC=C2C=2C=CC=CC12)CCCCN1CCN(CC1)C1=NC2=CC=CC=C2C=C1 (9-[4-(4-quinolin-2-yl-piperazin-1-yl)-butyl]-9H-fluorene-9-carboxylic acid-(2-methoxycarbonyl-ethyl)-amide). RXN SMILES: [CH3:1][O:2][C:3]([CH2:5][CH2:6][NH:7][C:8]([C:10]1([CH2:23][CH2:24][CH2:25][CH2:26]Br)[C:22]2[CH:21]=[CH:20][CH:19]=[CH:18][C:17]=2[C:16]2[C:11]1=[CH:12][CH:13]=[CH:14][CH:15]=2)=[O:9])=[O:4].[N:28]1([C:34]2[CH:43]=[CH:42][C:41]3[C:36](=[CH:37][CH:38]=[CH:39][CH:40]=3)[N:35]=2)[CH2:33][CH2:32][NH:31][CH2:30][CH2:29]1>>[CH3:1][O:2][C:3]([CH2:5][CH2:6][NH:7][C:8]([C:10]1([CH2:23][CH2:24][CH2:25][CH2:26][N:31]2[CH2:32][CH2:33][N:28]([C:34]3[CH:43]=[CH:42][C:41]4[C:36](=[CH:37][CH:38]=[CH:39][CH:40]=4)[N:35]=3)[CH2:29][CH2:30]2)[C:22]2[CH:21]=[CH:20][CH:19]=[CH:18][C:17]=2[C:16]2[C:11]1=[CH:12][CH:13]=[CH:14][CH:15]=2)=[O:9])=[O:4]. Procedure details: Prepared analogously to Example 2 from 9-(4-bromo-butyl)-9H-fluorene-9-carboxylic acid-(2-methoxycarbonyl-ethyl)-amide and 2-piperazin-1-yl-quinoline.